The task is: describe an organic reaction: reactants, conditions, products, and yield. This data is from the Open Reaction Database (ORD), a public repository of structured organic reaction records. Starting materials: Cl (hydrochloric acid), COC(/C(=N/O)/C1=C(C=CC=C1)OC1=CC=C(C=C1)C)=O (E-α-hydroxyimino-2-(4-methylphenoxy)phenylacetic acid methyl ester), CO (methanol), [OH-].[Na+] (sodium hydroxide). The solvent is O (water). Yields the product O\N=C(\C(=O)O)/C1=C(C=CC=C1)OC1=CC=C(C=C1)C (E-α-hydroxyimino-2-(4-methylphenoxy)phenylacetic acid). Yield: 94.8%. As a reaction SMILES: C[O:2][C:3](=[O:21])/[C:4](/[C:7]1[CH:12]=[CH:11][CH:10]=[CH:9][C:8]=1[O:13][C:14]1[CH:19]=[CH:18][C:17]([CH3:20])=[CH:16][CH:15]=1)=[N:5]/[OH:6].CO.[OH-].[Na+].Cl>O>[OH:6]/[N:5]=[C:4](\[C:7]1[CH:12]=[CH:11][CH:10]=[CH:9][C:8]=1[O:13][C:14]1[CH:15]=[CH:16][C:17]([CH3:20])=[CH:18][CH:19]=1)/[C:3]([OH:21])=[O:2] |f:2.3|. Reported procedure: To E-α-hydroxyimino-2-(4-methylphenoxy)phenylacetic acid methyl ester (1.00 g, 0.0035 mole) were added methanol (3.5 ml), water (3.5 ml), sodium hydroxide (0.31 g, 0.0077 mole) and the mixture was heated under reflux for one hour. After cooling to room temperature, the resultant was adjusted to pH 1 with 5% of hydrochloric acid. After stirring at room temperature, the crystals were filtered off and washed with water to obtain colorless crystals of E-α-hydroxyimino-2-(4-methylphenoxy)phenylacetic... Starting materials: CCO, O=Cc1ccccc1, ONc1ccccc1Cl. Product: [O-][N+](=Cc1ccccc1)c1ccccc1Cl. Reaction SMILES: [CH3:18][CH2:19][OH:20].[CH:10](=[O:11])[c:12]1[cH:13][cH:14][cH:15][cH:16][cH:17]1.[Cl:1][c:2]1[c:3]([NH:8][OH:9])[cH:4][cH:5][cH:6][cH:7]1>>[Cl:1][c:2]1[c:3]([N+:8]([O-:9])=[CH:10][c:12]2[cH:13][cH:14][cH:15][cH:16][cH:17]2)[cH:4][cH:5][cH:6][cH:7]1. RXN SMILES: [C:1]1([C:7]2[C:8]([C:16]3[CH:23]=[CH:22][C:19]([CH:20]=[O:21])=[CH:18][CH:17]=3)=[N:9][C:10]3[N:11]([N:13]=[CH:14][N:15]=3)[CH:12]=2)[CH:6]=[CH:5][CH:4]=[CH:3][CH:2]=1.[F:24][C:25]([F:33])([F:32])C1N=C(N)NN=1>>[C:1]1([C:7]2[C:8]([C:16]3[CH:17]=[CH:18][C:19]([CH:20]=[O:21])=[CH:22][CH:23]=3)=[N:9][C:10]3[N:11]([N:13]=[C:14]([C:25]([F:33])([F:32])[F:24])[N:15]=3)[CH:12]=2)[CH:6]=[CH:5][CH:4]=[CH:3][CH:2]=1. Procedure details: This compound was prepared in a manner according to 4-(6-phenyl[1,2,4]triazolo[1,5-a]pyrimidin-5-yl)benzaldehyde by using 5-trifluoromethyl-2H-[1,2,4]triazol-3-ylamine in the first step. Product: C1(=CC=CC=C1)C=1C(=NC=2N(C1)N=C(N2)C(F)(F)F)C2=CC=C(C=O)C=C2 (4-(6-Phenyl-2-trifluoromethyl-[1,2,4]triazolo[1,5-a]pyrimidin-5-yl)-benzaldehyde). Starting materials: C1(=CC=CC=C1)C=1C(=NC=2N(C1)N=CN2)C2=CC=C(C=O)C=C2 (4-(6-phenyl[1,2,4]triazolo[1,5-a]pyrimidin-5-yl)benzaldehyde), FC(C=1N=C(NN1)N)(F)F (5-trifluoromethyl-2H-[1,2,4]triazol-3-ylamine). Reactants: [S-]C#N.[K+] (potassium thiocyanate), C1(=CC=CC=C1)O (phenol), F (hydrofluoric acid). Conditions: time 3 day. The product is OC1=CC=C(C(=S)N)C=C1 (4-hydroxy-thiobenzamide). Isolated yield 85.0%. Reaction SMILES: [S-:1][C:2]#[N:3].[K+].[C:5]1([OH:11])[CH:10]=[CH:9][CH:8]=[CH:7][CH:6]=1.F>>[OH:11][C:5]1[CH:10]=[CH:9][C:8]([C:2]([NH2:3])=[S:1])=[CH:7][CH:6]=1 |f:0.1|. Procedure: At a temperature and in the manner as described in Example 1, 69 g of potassium thiocyanate (0.7 mol) and 52 g of phenol (0.55 mol) are stirred with 0.5 l of 98% hydrofluoric acid, and subsequently, the mixture is stirred for 3 days at room temperature. 0.3 l of hydrofluoric acid are then distilled off at normal pressure and a bath temperature of up to 60° C, the remainder is cooled and the residue is stirred with ice and water. The crude product precipitated is suction-filtered and may be purif... The reactants are [Br-], C[Mg+], C1CCOC1, O=C1CCN(CC(c2ccccc2)c2ccccc2)CC1. The product is CC1(O)CCN(CC(c2ccccc2)c2ccccc2)CC1. Reaction SMILES: [Br-:22].[CH3:23][Mg+:24].[O:25]1[CH2:26][CH2:27][CH2:28][CH2:29]1.[c:1]1([CH:7]([CH2:8][N:9]2[CH2:10][CH2:11][C:12](=[O:15])[CH2:13][CH2:14]2)[c:16]2[cH:17][cH:18][cH:19][cH:20][cH:21]2)[cH:2][cH:3][cH:4][cH:5][cH:6]1>>[c:1]1([CH:7]([CH2:8][N:9]2[CH2:10][CH2:11][C:12]([OH:15])([CH3:23])[CH2:13][CH2:14]2)[c:16]2[cH:17][cH:18][cH:19][cH:20][cH:21]2)[cH:2][cH:3][cH:4][cH:5][cH:6]1. Starting materials: Cc1ccc(Br)nc1, O=C([O-])[O-], COCCOC, [Na+], [Na+], c1ccc(P(c2ccccc2)(c2ccccc2)[Pd](P(c2ccccc2)(c2ccccc2)c2ccccc2)(P(c2ccccc2)(c2ccccc2)c2ccccc2)P(c2ccccc2)(c2ccccc2)c2ccccc2)cc1, OB(O)c1cccs1. Yields the product Cc1ccc(-c2cccs2)nc1. Reaction SMILES: [Br:9][c:10]1[n:11][cH:12][c:13]([CH3:16])[cH:14][cH:15]1.[C:17](=[O:18])([O-:19])[O-:20].[CH3:23][O:24][CH2:25][CH2:26][O:27][CH3:28].[Na+:21].[Na+:22].[cH:29]1[cH:30][cH:31][c:32]([P:33]([Pd:34]([P:35]([c:36]2[cH:37][cH:38][cH:39][cH:40][cH:41]2)([c:42]2[cH:43][cH:44][cH:45][cH:46][cH:47]2)[c:48]2[cH:49][cH:50][cH:51][cH:52][cH:53]2)([P:54]([c:55]2[cH:56][cH:57][cH:58][cH:59][cH:60]2)([c:61]2[cH:62][cH:63][cH:64][cH:65][cH:66]2)[c:67]2[cH:68][cH:69][cH:70][cH:71][cH:72]2)[P:73]([c:74]2[cH:75][cH:76][cH:77][cH:78][cH:79]2)([c:80]2[cH:81][cH:82][cH:83][cH:84][cH:85]2)[c:86]2[cH:87][cH:88][cH:89][cH:90][cH:91]2)([c:92]2[cH:93][cH:94][cH:95][cH:96][cH:97]2)[c:98]2[cH:99][cH:100][cH:101][cH:102][cH:103]2)[cH:104][cH:105]1.[s:1]1[c:2]([B:6]([OH:7])[OH:8])[cH:3][cH:4][cH:5]1>>[s:1]1[c:2](-[c:10]2[n:11][cH:12][c:13]([CH3:16])[cH:14][cH:15]2)[cH:3][cH:4][cH:5]1.